Task: describe an organic reaction: reactants, conditions, products, and yield. Dataset: the Open Reaction Database (ORD), a public repository of structured organic reaction records Starting materials: C1(=CC=CC=C1)[O-].[Na+] (sodium phenolate), ClC(=CC(C=C)(C)C)Cl (1,1-dichloro-3,3-dimethyl-1,4-pentadiene). The solvent is CN1C(CCC1)=O (N-methylpyrrolidone). Product: ClC=C(C(C=C)(C)C)OC1=CC=CC=C1 (1-chloro-3,3-dimethyl-2-phenoxy-1,4-pentadiene). The yield is 92.0%. RXN SMILES: [C:1]1([O-:7])[CH:6]=[CH:5][CH:4]=[CH:3][CH:2]=1.[Na+].[Cl:9][C:10](Cl)=[CH:11][C:12]([CH3:16])([CH3:15])[CH:13]=[CH2:14]>CN1CCCC1=O>[Cl:9][CH:10]=[C:11]([O:7][C:1]1[CH:6]=[CH:5][CH:4]=[CH:3][CH:2]=1)[C:12]([CH3:16])([CH3:15])[CH:13]=[CH2:14] |f:0.1|. Procedure details: 23.2 g (0.2 mol) of sodium phenolate and 16.5 g (0.1 mol) of 1,1-dichloro-3,3-dimethyl-1,4-pentadiene are heated to 180° C. in 100 ml of N-methylpyrrolidone, during the course of 10 hours. The working-up corresponding to Example A1(a) yields 20.5 g (92% of theory) of 1-chloro-3,3-dimethyl-2-phenoxy-1,4-pentadiene. Reactants: CCO, CCOC(=O)c1cnn(Cc2nc(-c3cccc(C(F)(F)F)c3)sc2C)c1, [Na+], C1CCOC1, [OH-], O. Yields the product Cc1sc(-c2cccc(C(F)(F)F)c2)nc1Cn1cc(C(=O)O)cn1. Reaction SMILES: [CH2:36]([OH:37])[CH3:38].[CH3:1][c:2]1[c:3]([CH2:17][n:18]2[n:19][cH:20][c:21]([C:23](=[O:24])[O:25][CH2:26][CH3:27])[cH:22]2)[n:4][c:5](-[c:7]2[cH:8][c:9]([C:13]([F:14])([F:15])[F:16])[cH:10][cH:11][cH:12]2)[s:6]1.[Na+:29].[O:31]1[CH2:32][CH2:33][CH2:34][CH2:35]1.[OH-:28].[OH2:30]>>[CH3:1][c:2]1[c:3]([CH2:17][n:18]2[n:19][cH:20][c:21]([C:23](=[O:24])[OH:25])[cH:22]2)[n:4][c:5](-[c:7]2[cH:8][c:9]([C:13]([F:14])([F:15])[F:16])[cH:10][cH:11][cH:12]2)[s:6]1.